Task: describe an organic reaction: reactants, conditions, products, and yield. Dataset: the Open Reaction Database (ORD), a public repository of structured organic reaction records The reactants are [BH4-], CO, COC(OC)OC, CCCN(CCC)CCCc1nc2ccc(CN)cc2n1CCC, [Na+], O=Cc1ncc[nH]1. Product: CCCN(CCC)CCCc1nc2ccc(CNCc3ncc[nH]3)cc2n1CCC. As a reaction SMILES: [BH4-:39].[CH3:41][OH:42].[CH:32]([O:33][CH3:34])([O:35][CH3:36])[O:37][CH3:38].[NH2:1][CH2:2][c:3]1[cH:4][cH:5][c:6]2[c:7]([n:8]([CH2:21][CH2:22][CH3:23])[c:9]([CH2:11][CH2:12][CH2:13][N:14]([CH2:15][CH2:16][CH3:17])[CH2:18][CH2:19][CH3:20])[n:10]2)[cH:24]1.[Na+:40].[nH:25]1[c:26]([CH:30]=[O:31])[n:27][cH:28][cH:29]1>>[NH:1]([CH2:2][c:3]1[cH:4][cH:5][c:6]2[c:7]([n:8]([CH2:21][CH2:22][CH3:23])[c:9]([CH2:11][CH2:12][CH2:13][N:14]([CH2:15][CH2:16][CH3:17])[CH2:18][CH2:19][CH3:20])[n:10]2)[cH:24]1)[CH2:30][c:26]1[nH:25][cH:29][cH:28][n:27]1. Reaction SMILES: [NH2:13][C:14]([NH2:15])=[O:16].[NH2:1][c:2]1[s:3][c:4]2[c:5]([n:6]1)[c:7]([O:11][CH3:12])[cH:8][cH:9][cH:10]2.[NH3:17].[OH2:18]>>[NH:1]([c:2]1[s:3][c:4]2[c:5]([n:6]1)[c:7]([O:11][CH3:12])[cH:8][cH:9][cH:10]2)[C:14]([NH2:13])=[O:16]. The product is COc1cccc2sc(NC(N)=O)nc12. Starting materials: NC(N)=O, COc1cccc2sc(N)nc12, N, O. The reactants are C1CCOC1, C[Si](C)(C)[N-][Si](C)(C)C, O=C(O)c1c(Cl)cc(=O)n2c1CCC2, Nc1ccc(I)cc1F, [Li+]. Yields the product O=C(O)c1c(Nc2ccc(I)cc2F)cc(=O)n2c1CCC2. As a reaction SMILES: [CH2:34]1[O:35][CH2:36][CH2:37][CH2:38]1.[CH3:25][Si:26]([N-:27][Si:28]([CH3:29])([CH3:30])[CH3:31])([CH3:32])[CH3:33].[Cl:1][c:2]1[cH:3][c:4](=[O:14])[n:5]2[c:9]([c:10]1[C:11](=[O:12])[OH:13])[CH2:8][CH2:7][CH2:6]2.[F:15][c:16]1[c:17]([NH2:18])[cH:19][cH:20][c:21]([I:23])[cH:22]1.[Li+:24]>>[c:2]1([NH:18][c:17]2[c:16]([F:15])[cH:22][c:21]([I:23])[cH:20][cH:19]2)[cH:3][c:4](=[O:14])[n:5]2[c:9]([c:10]1[C:11](=[O:12])[OH:13])[CH2:8][CH2:7][CH2:6]2. Reactants: [H-].[Na+] (sodium hydride), C([C@H](O)C)(=O)OCC(C)C (isobutyl (R)-(+)-lactate), ClCOC (chloromethoxymethane). Yields the product COCO[C@@H](C(=O)OCC(C)C)C (Isobutyl (R)-2-(Methoxymethoxy)propionate). Solvent: C1(=CC=CC=C1)C (toluene). Procedure: 2.0 g of 60% sodium hydride was suspended in 50 ml of toluene. The suspension was cooled on an ice bath. Thereto was dropwise added 7.3 g of isobutyl (R)-(+)-lactate with stirring, followed by stirring for 1 hour. Thereto was dropwise added 5.0 g of chloromethoxymethane, followed by stirring for 3 hours. The reaction mixture was washed with 50 ml of a saturated aqueous sodium hydrogen carbonate solution and 30 ml of water in this order. The washed material was subjected to vacuum distillation to... As a reaction SMILES: [H-].[Na+].[C:3]([O:8][CH2:9][CH:10]([CH3:12])[CH3:11])(=[O:7])[C@@H:4]([CH3:6])[OH:5].Cl[CH2:14][O:15][CH3:16]>C1(C)C=CC=CC=1>[CH3:14][O:15][CH2:16][O:5][C@H:4]([CH3:6])[C:3]([O:8][CH2:9][CH:10]([CH3:12])[CH3:11])=[O:7] |f:0.1|. The yield is 94.7%.